This data is from the Open Reaction Database (ORD), a public repository of structured organic reaction records. The task is: describe an organic reaction: reactants, conditions, products, and yield Starting materials: OC[C@H]1CN(CCN1)C(=O)OC(C)(C)C ((R)-tert-butyl 3-(hydroxymethyl)piperazine-1-carboxylate), BrCC1=CC=C(C=C1)C(C(F)(F)F)(C(F)(F)F)O (2-(4-(bromomethyl)phenyl)-1,1,1,3,3,3-hexafluoropropan-2-ol), [I-].[Na+] (sodium iodide), C([O-])([O-])=O.[K+].[K+] (potassium carbonate). The solvent is C(C)#N (acetonitrile), ClCCl (dichloromethane). Run at time 3 day. Product: FC(C(C(F)(F)F)(O)C1=CC=C(CN2[C@H](CN(CC2)C(=O)OC(C)(C)C)CO)C=C1)(F)F ((R)-tert-butyl 4-(4-(1,1,1,3,3,3-hexafluoro-2-hydroxypropan-2-yl)benzyl)-3-(hydroxymethyl)piperazine-1-carboxylate). Yield: 49.5%. As a reaction SMILES: [OH:1][CH2:2][C@@H:3]1[NH:8][CH2:7][CH2:6][N:5]([C:9]([O:11][C:12]([CH3:15])([CH3:14])[CH3:13])=[O:10])[CH2:4]1.Br[CH2:17][C:18]1[CH:23]=[CH:22][C:21]([C:24]([OH:33])([C:29]([F:32])([F:31])[F:30])[C:25]([F:28])([F:27])[F:26])=[CH:20][CH:19]=1.[I-].[Na+].C(=O)([O-])[O-].[K+].[K+]>C(#N)C.ClCCl>[F:26][C:25]([F:27])([F:28])[C:24]([C:21]1[CH:22]=[CH:23][C:18]([CH2:17][N:8]2[CH2:7][CH2:6][N:5]([C:9]([O:11][C:12]([CH3:15])([CH3:14])[CH3:13])=[O:10])[CH2:4][C@@H:3]2[CH2:2][OH:1])=[CH:19][CH:20]=1)([OH:33])[C:29]([F:30])([F:32])[F:31] |f:2.3,4.5.6|. Reported procedure: To a stirred solution of (R)-tert-butyl 3-(hydroxymethyl)piperazine-1-carboxylate (231 mg, 1.07 mmol), 2-(4-(bromomethyl)phenyl)-1,1,1,3,3,3-hexafluoropropan-2-ol (400 mg, 1.19 mmol) and sodium iodide (18 mg, 0.12 mmol) in acetonitrile (10 mL) was added potassium carbonate (655 mg, 4.75 mmol). The reaction mixture was stirred at room temperature for 3 days, before being diluted with dichloromethane (10 mL), filtered through cotton wool and concentrated under reduced pressure. The residue was pur... Reactants: C(=O)(C(F)(F)F)O (TFA), [BH4-].[Na+] (sodium borohydride), ClC=1C(=C(C=C(C1)Cl)S(=O)(=O)N(CC1=CC=C(C=C1)C(C1=CC=CC=C1)O)CC1=CC=C(C=C1)F)O (3,5-dichloro-N-(4-fluorobenzyl)-2-hydroxy-N-(4-(hydroxy(phenyl)methyl)benzyl)benzenesulfonamide). Run in C(Cl)Cl (DCM). Conditions: temperature 0 celsius, time 0.5 hour. The product is C(C1=CC=CC=C1)C1=CC=C(CN(S(=O)(=O)C2=C(C(=CC(=C2)Cl)Cl)O)CC2=CC=C(C=C2)F)C=C1 (N-(4-Benzylbenzyl)-3,5-dichloro-N-(4-fluorobenzyl)-2-hydroxybenzenesulfonamide). Isolated yield 62.8%. As a reaction SMILES: C(O)(C(F)(F)F)=O.[BH4-].[Na+].[Cl:10][C:11]1[C:12]([OH:45])=[C:13]([S:18]([N:21]([CH2:37][C:38]2[CH:43]=[CH:42][C:41]([F:44])=[CH:40][CH:39]=2)[CH2:22][C:23]2[CH:28]=[CH:27][C:26]([CH:29](O)[C:30]3[CH:35]=[CH:34][CH:33]=[CH:32][CH:31]=3)=[CH:25][CH:24]=2)(=[O:20])=[O:19])[CH:14]=[C:15]([Cl:17])[CH:16]=1>C(Cl)Cl>[CH2:29]([C:26]1[CH:25]=[CH:24][C:23]([CH2:22][N:21]([CH2:37][C:38]2[CH:39]=[CH:40][C:41]([F:44])=[CH:42][CH:43]=2)[S:18]([C:13]2[CH:14]=[C:15]([Cl:17])[CH:16]=[C:11]([Cl:10])[C:12]=2[OH:45])(=[O:19])=[O:20])=[CH:28][CH:27]=1)[C:30]1[CH:31]=[CH:32][CH:33]=[CH:34][CH:35]=1 |f:1.2|. Reported procedure: To a solution of TFA (1 mL) at 0° C. was added sodium borohydride (14 mg, 0.037 mmol), followed by 3,5-dichloro-N-(4-fluorobenzyl)-2-hydroxy-N-(4-(hydroxy(phenyl)methyl)benzyl)benzenesulfonamide (10 mg, 0.018 mmol) in DCM (0.5 mL). The resulting mixture was stirred at 0° C. for 0.5 h. The solvent was removed and the residue was carefully quenched by the addition of MeOH. The mixture was purified by preparative HPLC to give the title compound (6 mg) as a white solid. MS (ESI): 530.1 (M+H)+. Reactants: Br, CC(=O)O, CCOCC, Cc1noc(C2CC(N(C)C(C)C)CCC2NC(=O)OCc2ccccc2)n1. The product is Cc1noc(C2CC(N(C)C(C)C)CCC2N)n1. As a reaction SMILES: [BrH:29].[C:30]([OH:31])(=[O:32])[CH3:33].[CH3:34][CH2:35][O:36][CH2:37][CH3:38].[CH:1]([CH3:2])([CH3:3])[N:4]([CH:5]1[CH2:6][CH:7]([c:22]2[n:23][c:24]([CH3:27])[n:25][o:26]2)[CH:8]([NH:11][C:12](=[O:13])[O:14][CH2:15][c:16]2[cH:17][cH:18][cH:19][cH:20][cH:21]2)[CH2:9][CH2:10]1)[CH3:28]>>[CH:1]([CH3:2])([CH3:3])[N:4]([CH:5]1[CH2:6][CH:7]([c:22]2[n:23][c:24]([CH3:27])[n:25][o:26]2)[CH:8]([NH2:11])[CH2:9][CH2:10]1)[CH3:28]. The reactants are O.NN (hydrazine monohydrate), COC(C1=NC(=CC(=C1)OC)OC1=CC(=CC=C1)OC(F)(F)F)=O (4-methoxy-6-[3-(trifluoromethoxy)phenoxy] picolinic acid methyl ester), resultant mixture. Run in CO (methanol). Product: COC1=CC(=NC(=C1)OC1=CC(=CC=C1)OC(F)(F)F)C(=O)NN (4-methoxy-6-[3-(trifluoromethoxy)phenoxy] picolinic acid hydrazide). RXN SMILES: C[O:2][C:3](=O)[C:4]1[CH:9]=[C:8]([O:10][CH3:11])[CH:7]=[C:6]([O:12][C:13]2[CH:18]=[CH:17][CH:16]=[C:15]([O:19][C:20]([F:23])([F:22])[F:21])[CH:14]=2)[N:5]=1.O.[NH2:26][NH2:27]>CO>[CH3:11][O:10][C:8]1[CH:7]=[C:6]([O:12][C:13]2[CH:18]=[CH:17][CH:16]=[C:15]([O:19][C:20]([F:23])([F:22])[F:21])[CH:14]=2)[N:5]=[C:4]([C:3]([NH:26][NH2:27])=[O:2])[CH:9]=1 |f:1.2|. Procedure details: 4-methoxy-6-[3-(trifluoromethoxy)phenoxy] picolinic acid methyl ester (0.74 g, 0.00216 mol) was dissolved in methanol (about 10 ml), and then mixed with hydrazine monohydrate (1.08 g, 0.00216×10 mol). The resultant mixture was refluxed for about 3 hours. The obtained reaction solution was concentrated and dissolved in ethyl acetate, and then distributed in ethyl acetate-saturated sodium bicarbonate water. The organic phase separated from the solution was washed with saturated brine, dried with a...